Dataset: the Open Reaction Database (ORD), a public repository of structured organic reaction records. Task: describe an organic reaction: reactants, conditions, products, and yield The reactants are FC=1C=C(C(=NC1)OC1=CC=C(C=C1)F)C(=O)NCC1=CC=C(C(=O)OC)C=C1 (Methyl 4-[({[5-fluoro-2-(4-fluorophenoxy)pyridin-3-yl]carbonyl}amino)methyl]benzoate), NC(C)(C)C1=CC=C(C(=O)OC)C=C1 (methyl 4-(1-amino-1-methylethyl)benzoate). The product is FC=1C=C(C(=NC1)OC1=CC=C(C=C1)F)C(=O)NC(C)(C)C1=CC=C(C(=O)OC)C=C1 (Methyl 4-[1-({[5-Fluoro-2-(4-fluorophenoxy)pyridin-3-yl]carbonyl}amino)-1-methylethyl]benzoate). As a reaction SMILES: [F:1][C:2]1[CH:3]=[C:4]([C:16](NCC2C=CC(C(OC)=O)=CC=2)=[O:17])[C:5]([O:8][C:9]2[CH:14]=[CH:13][C:12]([F:15])=[CH:11][CH:10]=2)=[N:6][CH:7]=1.[NH2:30][C:31]([C:34]1[CH:43]=[CH:42][C:37]([C:38]([O:40][CH3:41])=[O:39])=[CH:36][CH:35]=1)([CH3:33])[CH3:32]>>[F:1][C:2]1[CH:3]=[C:4]([C:16]([NH:30][C:31]([C:34]2[CH:43]=[CH:42][C:37]([C:38]([O:40][CH3:41])=[O:39])=[CH:36][CH:35]=2)([CH3:32])[CH3:33])=[O:17])[C:5]([O:8][C:9]2[CH:10]=[CH:11][C:12]([F:15])=[CH:13][CH:14]=2)=[N:6][CH:7]=1. Reported procedure: The title compound was prepared according to the procedure described in step 3 of Example 1 from 5-fluoro-2-(4-fluorophenoxy)nicotinic acid (step 3 of Example 1) and methyl 4-(1-amino-1-methylethyl)benzoate: 1H-NMR (CDCl3) δ 8.33 (1H, br.s), 8.24 (1H, dd, J=8.2, 3.1 Hz), 8.04–7.99 (3H, m), 7.51 (2H, dd, J=6.7, 1.9 Hz), 7.18–7.16 (4H, m), 3.90 (3H, s), 1.80 (6H, s); MS (ESI) m/z 427 (M+H)+, 425 (M−H)−. Reactants: O=C([O-])O, CCO, CCc1cccc(C)c1N(CC=O)C(=O)CCl, Cl, NO, [Na+]. Product: CCc1cccc(C)c1N(CC=NO)C(=O)CCl. As a reaction SMILES: [C:21](=[O:22])([OH:23])[O-:24].[CH3:26][CH2:27][OH:28].[Cl:1][CH2:2][C:3](=[O:4])[N:5]([CH2:6][CH:7]=[O:8])[c:9]1[c:10]([CH3:17])[cH:11][cH:12][cH:13][c:14]1[CH2:15][CH3:16].[ClH:18].[NH2:19][OH:20].[Na+:25]>>[Cl:1][CH2:2][C:3](=[O:4])[N:5]([CH2:6][CH:7]=[N:19][OH:20])[c:9]1[c:10]([CH3:17])[cH:11][cH:12][cH:13][c:14]1[CH2:15][CH3:16]. Starting materials: Cl (HCl), FC=1C=C2/C(/C(NC2=CC1F)=O)=C\1/C=C(C(O1)(C)C)C1=CC=C(C(=O)OC)C=C1 (methyl 4-[(5E)-5-(5,6-difluoro-2-oxo-1,2-dihydro-3H-indol-3-ylidene)-2,2-dimethyl-2,5-dihydrofuran-3-yl]benzoate), C1CCOC1.CO (THF MeOH), [OH-].[Na+] (NaOH). Solvent: O (water). Conditions: temperature 60 celsius. Product: FC=1C=C2/C(/C(NC2=CC1F)=O)=C\1/C=C(C(O1)(C)C)C1=CC=C(C(=O)O)C=C1 (4-[(5E)-5-(5,6-difluoro-2-oxo-1,2-dihydro-3H-indol-3-ylidene)-2,2-dimethyl-2,5-dihydrofuran-3-yl]benzoic acid). Reaction SMILES: [F:1][C:2]1[CH:3]=[C:4]2[C:8](=[CH:9][C:10]=1[F:11])[NH:7][C:6](=[O:12])/[C:5]/2=[C:13]1\[CH:14]=[C:15]([C:20]2[CH:29]=[CH:28][C:23]([C:24]([O:26]C)=[O:25])=[CH:22][CH:21]=2)[C:16]([CH3:19])([CH3:18])[O:17]\1.C1COCC1.CO.[OH-].[Na+].Cl>O>[F:1][C:2]1[CH:3]=[C:4]2[C:8](=[CH:9][C:10]=1[F:11])[NH:7][C:6](=[O:12])/[C:5]/2=[C:13]1\[CH:14]=[C:15]([C:20]2[CH:29]=[CH:28][C:23]([C:24]([OH:26])=[O:25])=[CH:22][CH:21]=2)[C:16]([CH3:19])([CH3:18])[O:17]\1 |f:1.2,3.4|. Procedure details: To a solution of methyl 4-[(5E)-5-(5,6-difluoro-2-oxo-1,2-dihydro-3H-indol-3-ylidene)-2,2-dimethyl-2,5-dihydrofuran-3-yl]benzoate (100 mg, 0.25 mmol) in a 1:1 mixture of THF/MeOH (5 mL/5 mL), was added 1M NaOH (2 mL). The mixture was heated in 60° C. bath for 1.5 hours, poured into 100 mL of water and acidified with 2M HCl (2 mL). The precipitates were filtered, washed with water, and dried in vacuum to give 4-[(5E)-5-(5,6-difluoro-2-oxo-1,2-dihydro-3H-indol-3-ylidene)-2,2-dimethyl-2,5-dihydrofu... Reaction SMILES: [C:1]([C:3]1[CH:8]=[CH:7][CH:6]=[CH:5][C:4]=1[C:9]1[C:10](=[O:28])[N:11]([CH2:21][CH:22]2[CH2:27][CH2:26][NH:25][CH2:24][CH2:23]2)[CH:12]=[C:13]([C:15]2[CH:20]=[CH:19][CH:18]=[CH:17][N:16]=2)[CH:14]=1)#[N:2].[CH:29](=O)[C:30]1[CH:35]=[CH:34][CH:33]=[CH:32][CH:31]=1.C(O)(=O)C>C(Cl)(Cl)Cl>[C:1]([C:3]1[CH:8]=[CH:7][CH:6]=[CH:5][C:4]=1[C:9]1[C:10](=[O:28])[N:11]([CH2:21][CH:22]2[CH2:23][CH2:24][N:25]([CH2:29][C:30]3[CH:35]=[CH:34][CH:33]=[CH:32][CH:31]=3)[CH2:26][CH2:27]2)[CH:12]=[C:13]([C:15]2[CH:20]=[CH:19][CH:18]=[CH:17][N:16]=2)[CH:14]=1)#[N:2]. Product: C(#N)C1=C(C=CC=C1)C=1C(N(C=C(C1)C1=NC=CC=C1)CC1CCN(CC1)CC1=CC=CC=C1)=O (3-(2-Cyanophenyl)-1-(1-benzylpiperidin-4-yl)methyl-5-(2-pyridyl)-1,2-dihydropyridin-2-one). Run at time 4 hour. Yield: 80.4%. Procedure: 80 mg of 3-(2-cyanophenyl)-1-(piperidin-4-yl)methyl-5-(2-pyridyl)-1,2-dihydropyridin-2-one was dissolved in 2 ml of chloroform. To the mixture were added 73 mg of benzaldehyde, 97 mg of triacetoxy sodium borohydride and 41 mg of acetic acid, followed by stirring at room temperature for 4 hours. The reaction solution was diluted with chloroform, and washed with a saturated aqueous solution of sodium hydrogen carbonate and brine. The organic layer was dried over magnesium sulfate. Then the mixture... The solvent is C(Cl)(Cl)Cl (chloroform), C(Cl)(Cl)Cl (chloroform). The reactants are C(C1=CC=CC=C1)=O (benzaldehyde), triacetoxy sodium borohydride, C(C)(=O)O (acetic acid), C(#N)C1=C(C=CC=C1)C=1C(N(C=C(C1)C1=NC=CC=C1)CC1CCNCC1)=O (3-(2-cyanophenyl)-1-(piperidin-4-yl)methyl-5-(2-pyridyl)-1,2-dihydropyridin-2-one). Reaction SMILES: [CH:1]12[CH2:7][CH:4]([CH2:5][CH2:6]1)[CH:3]=[CH:2]2.[N:8]([C:11]1[C:16]([F:17])=[C:15]([F:18])[C:14]([CH:19]=[CH:20][C:21]2[C:25]([CH3:27])([CH3:26])[O:24][C:23](=[C:28]([C:31]#[N:32])[C:29]#[N:30])[C:22]=2[C:33]#[N:34])=[C:13]([F:35])[C:12]=1[F:36])=[N+]=[N-].N1C=CNN1.N1CC1>>[CH:1]12[CH2:7][CH:4]([CH2:5][CH2:6]1)[CH:3]1[CH:2]2[N:8]1[C:11]1[C:12]([F:36])=[C:13]([F:35])[C:14]([CH:19]=[CH:20][C:21]2[C:25]([CH3:27])([CH3:26])[O:24][C:23](=[C:28]([C:31]#[N:32])[C:29]#[N:30])[C:22]=2[C:33]#[N:34])=[C:15]([F:18])[C:16]=1[F:17]. Reported procedure: Norbornene (excess amount) and 2-{4-[2-(4-azido-2,3,5,6-tetrafluoro-phenyl)-vinyl]-3-cyano-5,5-dimethyl-5H-furan-2-ylidene}-malononitrile (SM) were mixed together in an NMR tube with CDCl3. The NMR tube was spinning in the NMR instrument and the reaction began instantly. After 5 minutes, some starting material was converted to the dihydrotriazole compound (its structure was identified from its NMR data), which is quite unstable and converted only to the rearrangement product, an aziridine compou... Reactants: N1CC1 (aziridine), N1CC1 (aziridine), C12C=CC(CC1)C2 (Norbornene), N(=[N+]=[N-])C1=C(C(=C(C(=C1F)F)C=CC1=C(C(OC1(C)C)=C(C#N)C#N)C#N)F)F (2-{4-[2-(4-azido-2,3,5,6-tetrafluoro-phenyl)-vinyl]-3-cyano-5,5-dimethyl-5H-furan-2-ylidene}-malononitrile), N1CC1 (aziridine), N1CC1 (aziridine), N1NNC=C1 (dihydrotriazole), N1CC1 (aziridine). Yields the product C12C3N(C3C(CC1)C2)C2=C(C(=C(C(=C2F)F)C=CC2=C(C(OC2(C)C)=C(C#N)C#N)C#N)F)F (2-(4-{2-[4-(3-Aza-tricyclo[3.2.1.02,4]oct-3-yl)-2,3,5,6-tetrafluoro-phenyl]-vinyl}-3-cyano-5,5-dimethyl-5H-furan-2-ylidene)-malononitrile). Reaction conditions: time 5 minute.